This data is from the Open Reaction Database (ORD), a public repository of structured organic reaction records. The task is: describe an organic reaction: reactants, conditions, products, and yield Starting materials: [Si](C)(C)(C(C)(C)C)O[C@@H](CNC(CC=1C=C(C=CC1)CCC(=O)O)(C)C)C1=CC(=C(C=C1)O)CO (3-{3-[2-({(2R)-2-{[tert-butyl(dimethyl)silyl]oxy}-2-[4-hydroxy-3-(hydroxymethyl )phenyl]ethyl}amino)-2-methylpropyl]phenyl}propanoic acid), ClC=1C=C(CN)C=CC1Cl (3,4-dichlorobenzylamine). Product: [Si](C)(C)(C(C)(C)C)O[C@@H](CNC(CC=1C=C(C=CC1)CCC(=O)NCC1=CC(=C(C=C1)Cl)Cl)(C)C)C1=CC(=C(C=C1)O)CO (3-{3-[2-({(2R)-2-{[tert-Butyl(dimethyl)silyl]oxy}-2-[4-hydroxy-3-(hydroxymethyl)phenyl]ethyl}amino)-2-methylpropyl]phenyl}-N-(3,4-dichlorobenzyl) propanamide). The yield is 64.0%. RXN SMILES: [Si:1]([O:8][C@H:9]([C:27]1[CH:32]=[CH:31][C:30]([OH:33])=[C:29]([CH2:34][OH:35])[CH:28]=1)[CH2:10][NH:11][C:12]([CH3:26])([CH3:25])[CH2:13][C:14]1[CH:15]=[C:16]([CH2:20][CH2:21][C:22](O)=[O:23])[CH:17]=[CH:18][CH:19]=1)([C:4]([CH3:7])([CH3:6])[CH3:5])([CH3:3])[CH3:2].[Cl:36][C:37]1[CH:38]=[C:39]([CH:42]=[CH:43][C:44]=1[Cl:45])[CH2:40][NH2:41]>>[Si:1]([O:8][C@H:9]([C:27]1[CH:32]=[CH:31][C:30]([OH:33])=[C:29]([CH2:34][OH:35])[CH:28]=1)[CH2:10][NH:11][C:12]([CH3:25])([CH3:26])[CH2:13][C:14]1[CH:15]=[C:16]([CH2:20][CH2:21][C:22]([NH:41][CH2:40][C:39]2[CH:42]=[CH:43][C:44]([Cl:45])=[C:37]([Cl:36])[CH:38]=2)=[O:23])[CH:17]=[CH:18][CH:19]=1)([C:4]([CH3:6])([CH3:5])[CH3:7])([CH3:2])[CH3:3]. Procedure details: The title compound was prepared from 3-{3-[2-({(2R)-2-{[tert-butyl(dimethyl)silyl]oxy}-2-[4-hydroxy-3-(hydroxymethyl )phenyl]ethyl}amino)-2-methylpropyl]phenyl}propanoic acid (preparation 144) and 3,4-dichlorobenzylamine, using a method similar to that of preparation 38, as a clear oil in 64% yield. 1H NMR (400 MHz, CD3OD) δ: 7.40 (3H, m), 7.18 (1H, m), 7.08 (5H, m), 6.78 (1H, d), 4.61 (3H, m), 4.23 (2H, s), 2.90 (3H, m), 2.60 (5H, m), 1.08 (3H, s), 1.04 (3H, s), 0.81 (9H, s), 0.00 (3H, s), -0.1... The reactants are OC1=C(C=CC(=C1)[N+](=O)[O-])NC(C)=O (N-(2-hydroxy-4-nitrophenyl)acetamide), C([O-])([O-])=O.[K+].[K+] (potassium carbonate), CN(C=O)C (dimethylformamide), COCCBr (2-bromoethyl methyl ether). The reagents and catalysts are COCCBr (2-bromoethyl methyl ether). The solvent is O (water). Conditions: temperature 60 celsius, time 1 hour. Product: COCCOC1=C(C=CC(=C1)[N+](=O)[O-])NC(C)=O (N-(2-(2-methoxyethoxy)-4-nitrophenyl)acetamide). The yield is 81.2%. As a reaction SMILES: [OH:1][C:2]1[CH:7]=[C:6]([N+:8]([O-:10])=[O:9])[CH:5]=[CH:4][C:3]=1[NH:11][C:12](=[O:14])[CH3:13].C(=O)([O-])[O-].[K+].[K+].CN(C)C=O.[CH3:26][O:27][CH2:28][CH2:29]Br>COCCBr.O>[CH3:26][O:27][CH2:28][CH2:29][O:1][C:2]1[CH:7]=[C:6]([N+:8]([O-:10])=[O:9])[CH:5]=[CH:4][C:3]=1[NH:11][C:12](=[O:14])[CH3:13] |f:1.2.3|. Procedure details: The mixture of N-(2-hydroxy-4-nitrophenyl)acetamide (93 g, 0.47 mol, 1.00 equiv), potassium carbonate (184 g, 1.33 mol, 2.81 equiv) and dimethylformamide (465 ml) was stirred at 60° C. as 2-bromoethyl methyl ether (90 g, 0.647 mol, 1.36 equiv) was added over 15 minutes. After 1 hour, additional 2-bromoethyl methyl ether (4 g, 0.028 mol, 0.059 equiv) was added and the mixture was stirred at 60° C. for another hour. The mixture was cooled to room temperature and poured into 1 L of water. After 30 ... The reactants are N#CCBr, CCCCCCCCO, COCCOC, [H-], [Na+]. RXN SMILES: [Br:12][CH2:13][C:14]#[N:15].[CH2:3]([CH2:4][CH2:5][CH2:6][CH2:7][CH2:8][CH2:9][CH3:10])[OH:11].[CH3:16][O:17][CH2:18][CH2:19][O:20][CH3:21].[H-:1].[Na+:2]>>[CH2:3]([CH2:4][CH2:5][CH2:6][CH2:7][CH2:8][CH2:9][CH3:10])[O:11][CH2:13][C:14]#[N:15]. Product: CCCCCCCCOCC#N. Starting materials: C(=O)(C(F)(F)F)O (TFA), COC1=CC=CC(=N1)C(=C)C=1C2=C(SC1CCN(C)C)C=CC=C2 ((2-{3-[1-(6-methoxy-pyridin-2-yl)-vinyl]-benzo[b]thiophen-2-yl}-ethyl)-dimethyl-amine). Reagents/catalysts: [Pd] (Pd/C). Run in CO (MeOH). Run at time 2.5 hour. The product is COC1=CC=CC(=N1)C(C)C=1C2=C(SC1CCN(C)C)C=CC=C2 ((2-{3-[1-(6-methoxy-pyridin-2-yl)-ethyl]-benzo[b]thiophen-2-yl}-ethyl)-dimethyl-amine). As a reaction SMILES: C(O)(C(F)(F)F)=O.[CH3:8][O:9][C:10]1[N:15]=[C:14]([C:16]([C:18]2[C:19]3[CH:31]=[CH:30][CH:29]=[CH:28][C:20]=3[S:21][C:22]=2[CH2:23][CH2:24][N:25]([CH3:27])[CH3:26])=[CH2:17])[CH:13]=[CH:12][CH:11]=1>CO.[Pd]>[CH3:8][O:9][C:10]1[N:15]=[C:14]([CH:16]([C:18]2[C:19]3[CH:31]=[CH:30][CH:29]=[CH:28][C:20]=3[S:21][C:22]=2[CH2:23][CH2:24][N:25]([CH3:27])[CH3:26])[CH3:17])[CH:13]=[CH:12][CH:11]=1. Procedure: The TFA salt of (2-{3-[1-(6-methoxy-pyridin-2-yl)-vinyl]-benzo[b]thiophen-2-yl}-ethyl)-dimethyl-amine (190 mg, mmol) was dissolved in MeOH (12 mL) and a catalytic amount of 10% Pd/C was added. The reaction was stirred under 1 Atm of H2 for 2.5 hours, filtered over celite, washed with dichloromethane, concentrated in vacuo and purified by mass triggered preparative HPLC to give (2-{3-[1-(6-methoxy-pyridin-2-yl)-ethyl]-benzo[b]thiophen-2-yl}-ethyl)-dimethyl-amine (Compound 15-2). MH+=341.0, tR=5.2... The reactants are C(C)(=O)O (acetic acid), [B-]C#N.[Na+] (sodium cyanotrihydroborate), COC=1C=C(N)C=CC1 (3-methoxyaniline), CC(C(C(=O)O)=O)(C)C (trimethylpyruvic acid). The solvent is CO (methanol), O (Water). Conditions: time 30 minute. Product: COC=1C=C(C=CC1)NC(C(=O)O)C(C)(C)C (2-(3-Methoxy-phenylamino)-3,3-dimethyl-butyric acid). The yield is 15.8%. Reaction SMILES: [CH3:1][O:2][C:3]1[CH:4]=[C:5]([CH:7]=[CH:8][CH:9]=1)[NH2:6].[CH3:10][C:11]([CH3:18])([CH3:17])[C:12](=O)[C:13]([OH:15])=[O:14].C(O)(=O)C.[B-]C#N.[Na+]>CO.O>[CH3:1][O:2][C:3]1[CH:4]=[C:5]([NH:6][CH:12]([C:11]([CH3:18])([CH3:17])[CH3:10])[C:13]([OH:15])=[O:14])[CH:7]=[CH:8][CH:9]=1 |f:3.4|. Procedure details: To a mixture of 3-methoxyaniline (100 mg, 0.812 mmol) and trimethylpyruvic acid (211 mg, 1.624 mmol) in methanol (3 mL) at rt was added acetic acid (0.930 mL, 16.24 mmol). The mixture was stirred for 30 min at rt then heated at 70° C. for 2 hrs. The mixture was cooled down to rt before adding sodium cyanotrihydroborate (1.624 mL, 1.624 mmol). The mixture was stirred overnight at rt. Water (10 mL) was added, and the mixture was extracted with ethyl acetate (3×10 mL). The organic layer was washed ... Reactants: O=C(OC(c1ccccc1)c1ccccc1)C(Br)c1ccccc1, N=C(NC(=O)OCc1ccccc1)c1ccc(OCCCCN2CCNC(=O)C2=O)cc1, CCOC(C)=O, CN(C)C=O, [H-], [Na+], O. Yields the product N=C(NC(=O)OCc1ccccc1)c1ccc(OCCCCN2CCN(C(C(=O)OC(c3ccccc3)c3ccccc3)c3ccccc3)C(=O)C2=O)cc1. RXN SMILES: [Br:35][CH:36]([C:37](=[O:38])[O:39][CH:40]([c:41]1[cH:42][cH:43][cH:44][cH:45][cH:46]1)[c:47]1[cH:48][cH:49][cH:50][cH:51][cH:52]1)[c:53]1[cH:54][cH:55][cH:56][cH:57][cH:58]1.[CH2:1]([c:2]1[cH:3][cH:4][cH:5][cH:6][cH:7]1)[O:8][C:9](=[O:10])[NH:11][C:12](=[NH:13])[c:14]1[cH:15][cH:16][c:17]([O:18][CH2:19][CH2:20][CH2:21][CH2:22][N:23]2[C:24](=[O:30])[C:25](=[O:29])[NH:26][CH2:27][CH2:28]2)[cH:31][cH:32]1.[CH3:59][CH2:60][O:61][C:62](=[O:63])[CH3:64].[CH3:65][N:66]([CH3:67])[CH:68]=[O:69].[H-:33].[Na+:34].[OH2:70]>>[CH2:1]([c:2]1[cH:3][cH:4][cH:5][cH:6][cH:7]1)[O:8][C:9](=[O:10])[NH:11][C:12](=[NH:13])[c:14]1[cH:15][cH:16][c:17]([O:18][CH2:19][CH2:20][CH2:21][CH2:22][N:23]2[C:24](=[O:30])[C:25](=[O:29])[N:26]([CH:36]([C:37](=[O:38])[O:39][CH:40]([c:41]3[cH:42][cH:43][cH:44][cH:45][cH:46]3)[c:47]3[cH:48][cH:49][cH:50][cH:51][cH:52]3)[c:53]3[cH:54][cH:55][cH:56][cH:57][cH:58]3)[CH2:27][CH2:28]2)[cH:31][cH:32]1. Reactants: [NH4+].[Cl-] (NH4Cl), ClC=1C(=NC(=NC1)NC1=C(C=C(C(=C1)[N+](=O)[O-])N(CCN1CCOCC1)C)OC)C=1C=NN2C1C=CC=C2 (N-(5-chloro-4-pyrazolo[1,5-a]pyridin-3-ylpyrimidin-2-yl)-2-methoxy-N′-methyl-N′-(2-morpholin-4-ylethyl)-5-nitrobenzene-1,4-diamine), ClC=1C(=NC(=NC1)NC1=C(C=C(C(=C1)[N+](=O)[O-])N(CCN1CCOCC1)C)OC)C=1C=NN2C1C=CC=C2 (N-(5-chloro-4-pyrazolo[1,5-a]pyridin-3-ylpyrimidin-2-yl)-2-methoxy-N′-methyl-N′-(2-morpholin-4-ylethyl)-5-nitrobenzene-1,4-diamine), [NH4+].[Cl-] (NH4Cl). The reagents and catalysts are [Fe] (iron), [Fe] (iron). Run in O (water), C(C)O (ethanol). The product is ClC=1C(=NC(=NC1)NC=1C=C(C(=CC1OC)N(CCN1CCOCC1)C)N)C=1C=NN2C1C=CC=C2 (N4-(5-Chloro-4-pyrazolo[1,5-a]pyridin-3-ylpyrimidin-2-yl)-5-methoxy-N1-methyl-N1-(2-morpholin-4-ylethyl)benzene-1,2,4-triamine). The yield is 79.6%. RXN SMILES: [NH4+].[Cl-].[Cl:3][C:4]1[C:5]([C:32]2[CH:33]=[N:34][N:35]3[CH:40]=[CH:39][CH:38]=[CH:37][C:36]=23)=[N:6][C:7]([NH:10][C:11]2[CH:16]=[C:15]([N+:17]([O-])=O)[C:14]([N:20]([CH3:29])[CH2:21][CH2:22][N:23]3[CH2:28][CH2:27][O:26][CH2:25][CH2:24]3)=[CH:13][C:12]=2[O:30][CH3:31])=[N:8][CH:9]=1>O.C(O)C.[Fe]>[Cl:3][C:4]1[C:5]([C:32]2[CH:33]=[N:34][N:35]3[CH:40]=[CH:39][CH:38]=[CH:37][C:36]=23)=[N:6][C:7]([NH:10][C:11]2[CH:16]=[C:15]([NH2:17])[C:14]([N:20]([CH3:29])[CH2:21][CH2:22][N:23]3[CH2:28][CH2:27][O:26][CH2:25][CH2:24]3)=[CH:13][C:12]=2[O:30][CH3:31])=[N:8][CH:9]=1 |f:0.1|. Procedure: A solution of NH4Cl (28.1 mg, 0.53 mmol) in water (13.00 mL) was added in one portion to a stirred mixture of N-(5-chloro-4-pyrazolo[1,5-a]pyridin-3-ylpyrimidin-2-yl)-2-methoxy-N′-methyl-N′-(2-morpholin-4-ylethyl)-5-nitrobenzene-1,4-diamine (Intermediate 106, 426 mg, 0.75 mmol) and iron (251 mg, 4.50 mmol) in ethanol (39 mL). The resulting mixture was stirred at reflux for 2 h. Further iron (251 mg, 4.50 mmol) and NH4Cl (28.1 mg, 0.53 mmol) was added and the mixture was stirred at reflux for a f... Reactants: CC1=NC=C(C(=N1)NC1=C(C=C(C=C1C)C)C)S(=O)(=O)C1=CC=C(C=C1)OS(=O)(=O)C(F)(F)F (trifluoromethanesulfonic acid 4-[2-methyl-4-(2,4,6-trimethylphenylamino)-pyrimidine-5-sulfonyl]-phenyl ester), C(=O)(O)[O-].[Na+] (NaHCO3), N1=CC=C(C=C1)B(O)O (pyridine-4-boronic acid), C(=O)([O-])[O-].[Na+].[Na+] (Na2CO3), C1=CC=C(C=C1)P(C2=CC=CC=C2)C3=CC=CC=C3 (PPh3). The reagents and catalysts are Cl[Pd]([P](C1=CC=CC=C1)(C2=CC=CC=C2)C3=CC=CC=C3)([P](C4=CC=CC=C4)(C5=CC=CC=C5)C6=CC=CC=C6)Cl (Pd(PPh3)2Cl2). Solvent: COCCOC (DME). The product is CC1=NC=C(C(=N1)NC1=C(C=C(C=C1C)C)C)S(=O)(=O)C1=CC=C(C=C1)C1=CC=NC=C1 ([2-Methyl-5-(4-pyridin-4-yl-benzenesulfonyl)-pyrimidin-4-yl]-(2,4,6-trimethylphenyl)-amine). The yield is 61.1%. Reaction SMILES: [CH3:1][C:2]1[N:7]=[C:6]([NH:8][C:9]2[C:14]([CH3:15])=[CH:13][C:12]([CH3:16])=[CH:11][C:10]=2[CH3:17])[C:5]([S:18]([C:21]2[CH:26]=[CH:25][C:24](OS(C(F)(F)F)(=O)=O)=[CH:23][CH:22]=2)(=[O:20])=[O:19])=[CH:4][N:3]=1.[N:35]1[CH:40]=[CH:39][C:38](B(O)O)=[CH:37][CH:36]=1.C([O-])([O-])=O.[Na+].[Na+].C1C=CC(P(C2C=CC=CC=2)C2C=CC=CC=2)=CC=1.C([O-])(O)=O.[Na+]>Cl[Pd](Cl)([P](C1C=CC=CC=1)(C1C=CC=CC=1)C1C=CC=CC=1)[P](C1C=CC=CC=1)(C1C=CC=CC=1)C1C=CC=CC=1.COCCOC>[CH3:1][C:2]1[N:7]=[C:6]([NH:8][C:9]2[C:14]([CH3:15])=[CH:13][C:12]([CH3:16])=[CH:11][C:10]=2[CH3:17])[C:5]([S:18]([C:21]2[CH:26]=[CH:25][C:24]([C:38]3[CH:39]=[CH:40][N:35]=[CH:36][CH:37]=3)=[CH:23][CH:22]=2)(=[O:20])=[O:19])=[CH:4][N:3]=1 |f:2.3.4,6.7,^1:76,95|. Procedure details: A mixture trifluoromethanesulfonic acid 4-[2-methyl-4-(2,4,6-trimethylphenylamino)-pyrimidine-5-sulfonyl]-phenyl ester (72 mg, 0.14 mmol), prepared by the method described in Example 22, pyridine-4-boronic acid (34 mg, 0.28 mmol), 2 M Na2CO3 (1.0 mL, 2.0 mmol) and DME (2 mL) was deoxygenated with N2 for 10 min, and then Pd(PPh3)2Cl2 (20 mg, 0.028 mmol) and PPh3 (15 mg, 0.056 mmol) were added. The mixture was heated at reflux under N2 for 2 h and then cooled to room temperature. Saturated aqueous... Starting materials: CCOCC (Et2O), II (Iodine), C(CCC)N(C1=CC=CC=C1)CCCC (N,N-dibutylaniline), C(=O)(O)[O-].[Na+] (NaHCO3). Run in O (water). Conditions: temperature 12.5 celsius. Yields the product IC1=CC=C(N(CCCC)CCCC)C=C1 (4-Iodo-N,N-dibutylaniline). The yield is 70.7%. RXN SMILES: [I:1]I.[CH2:3]([N:7]([CH2:14][CH2:15][CH2:16][CH3:17])[C:8]1[CH:13]=[CH:12][CH:11]=[CH:10][CH:9]=1)[CH2:4][CH2:5][CH3:6].C([O-])(O)=O.[Na+].CCOCC>O>[I:1][C:11]1[CH:12]=[CH:13][C:8]([N:7]([CH2:14][CH2:15][CH2:16][CH3:17])[CH2:3][CH2:4][CH2:5][CH3:6])=[CH:9][CH:10]=1 |f:2.3|. Procedure: Iodine (7.88 g, 31 mmol) was added portionwise to a mixture of N,N-dibutylaniline (7 g, 34 mmol) and NaHCO3 (2.87 g, 34 mmol) in water (25 mL) with stirring at 10-15° C. After 1 h the mixture was poured into Et2O (200 mL), washed with water (100 mL), Na2S2O3 (2×100 mL), water (2×100 mL), dried (MgSO4) and the solvent removed under reduced pressure. The residue was chromatographed on silica using hexane as eluent. The first fraction was collected and the solvent removed under reduced pressure to ... Reactants: CC(=O)OO, CCC(=S)OC(CC)OC(=O)C(C)C, ClCCl, O=C1CCC(=O)N1O. Yields the product CCC(OC(=O)ON1C(=O)CCC1=O)OC(=O)C(C)C. As a reaction SMILES: [C:23]([O:24][OH:26])(=[O:25])[CH3:27].[CH3:1][CH:2]([C:3](=[O:4])[O:5][CH:6]([CH2:7][CH3:8])[O:9][C:10]([CH2:11][CH3:12])=[S:13])[CH3:14].[Cl:28][CH2:29][Cl:30].[OH:15][N:16]1[C:17](=[O:22])[CH2:18][CH2:19][C:20]1=[O:21]>>[CH3:1][CH:2]([C:3](=[O:4])[O:5][CH:6]([CH2:7][CH3:8])[O:9][C:10]([O:15][N:16]1[C:17](=[O:22])[CH2:18][CH2:19][C:20]1=[O:21])=[O:25])[CH3:14].